Dataset: the Open Reaction Database (ORD), a public repository of structured organic reaction records. Task: describe an organic reaction: reactants, conditions, products, and yield Reactants: [H-], CCCCCCCCCI, Nc1ccn(C2OC(CO)C(O)C2O)c(=O)n1, [Na+], CN(C)C=O. The product is CCCCCCCCCOC1C(O)C(CO)OC1n1ccc(N)nc1=O. RXN SMILES: [H-:18].[I:20][CH2:21][CH2:22][CH2:23][CH2:24][CH2:25][CH2:26][CH2:27][CH2:28][CH3:29].[NH2:1][c:2]1[cH:3][cH:4][n:5]([CH:6]2[O:7][CH:8]([CH2:9][OH:10])[CH:11]([OH:12])[CH:13]2[OH:14])[c:15](=[O:16])[n:17]1.[Na+:19].[O:30]=[CH:31][N:32]([CH3:33])[CH3:34]>>[NH2:1][c:2]1[cH:3][cH:4][n:5]([CH:6]2[O:7][CH:8]([CH2:9][OH:10])[CH:11]([OH:12])[CH:13]2[O:14][CH2:21][CH2:22][CH2:23][CH2:24][CH2:25][CH2:26][CH2:27][CH2:28][CH3:29])[c:15](=[O:16])[n:17]1. Reaction conditions: temperature 120 celsius, time 20 minute. Product: O1C=C(C=C1)C1=C(C(=CC=C1)C)O (2-(furan-3-yl)-6-methylphenol). The yield is 36.6%. Reported procedure: 2-Bromo-6-methylphenol (800 mg, 4.28 mmol), 3-furan boronic acid (574 mg, 5.13 mmol), sodium carbonate (1400 mg, 12.8 mmol) and Pd2(dppf)2Cl2 (699 mg, 0.82 mmol) were dissolved in dimethoxyethane/water 10 mL/10 mL, followed by stirring in microwave at 120° C. for 20 minutes. After the completion of the reaction, the reaction mixture was filtered using Celite. The filtrate was added with water, and extracted with ethyl acetate. The obtained organic layer was dried over magnesium sulfate, and puri... Solvent: C(OC)COC.O (dimethoxyethane water). Reactants: BrC1=C(C(=CC=C1)C)O (2-Bromo-6-methylphenol), O1C=C(C=C1)B(O)O (3-furan boronic acid), C([O-])([O-])=O.[Na+].[Na+] (sodium carbonate), Pd2(dppf)2Cl2. Reaction SMILES: Br[C:2]1[CH:7]=[CH:6][CH:5]=[C:4]([CH3:8])[C:3]=1[OH:9].[O:10]1[CH:14]=[CH:13][C:12](B(O)O)=[CH:11]1.C(=O)([O-])[O-].[Na+].[Na+]>C(COC)OC.O>[O:10]1[CH:14]=[CH:13][C:12]([C:2]2[CH:7]=[CH:6][CH:5]=[C:4]([CH3:8])[C:3]=2[OH:9])=[CH:11]1 |f:2.3.4,5.6|. Reactants: ClC1=NC2=CC(=C(C=C2C=C1C=O)OC)OC (2-chloro-6,7-dimethoxy-3-quinolinecarboxaldehyde), Cl.NO (hydroxylamine hydrochloride). Run in N1=CC=CC=C1 (pyridine). Run at time 16 hour. The product is ClC1=NC2=CC(=C(C=C2C=C1C=NO)OC)OC (2-chloro-6,7-dimethoxy-3-quinolinecarboxaldehyde oxime). As a reaction SMILES: [Cl:1][C:2]1[C:11]([CH:12]=O)=[CH:10][C:9]2[C:4](=[CH:5][C:6]([O:16][CH3:17])=[C:7]([O:14][CH3:15])[CH:8]=2)[N:3]=1.Cl.[NH2:19][OH:20]>N1C=CC=CC=1>[Cl:1][C:2]1[C:11]([CH:12]=[N:19][OH:20])=[CH:10][C:9]2[C:4](=[CH:5][C:6]([O:16][CH3:17])=[C:7]([O:14][CH3:15])[CH:8]=2)[N:3]=1 |f:1.2|. Procedure: To 50 g of 2-chloro-6,7-dimethoxy-3-quinolinecarboxaldehyde was added 50 g of hydroxylamine hydrochloride in 500 ml of pyridine. The mixture was stirred at room temperature for 16 hours and the solvent was then evaporated to leave a semi-solid material. This was washed with water, filtered and recrystallized from dimethylformamide to give 2-chloro-6,7-dimethoxy-3-quinolinecarboxaldehyde oxime melting at about 237°-237.5° C. with decomposition. The reactants are ClC1=NC2=C(C(=CC=C2C=C1)F)C1=CC=2C(NCCC2N1)=O (2-(2-chloro-7-fluoroquinolin-8-yl)-6,7-dihydro-1H-pyrrolo[3,2-c]pyridin-4(5H)-one), CC(C)C1=CC(=C(C(=C1)C(C)C)C2=C(C=CC=C2)P(C3CCCCC3)C4CCCCC4)C(C)C (XPhos), [O-]P(=O)([O-])[O-].[K+].[K+].[K+] (K3PO4), CN1N=CC(=C1)B1OC(C(O1)(C)C)(C)C (1-methyl-4-(4,4,5,5-tetramethyl-1,3,2-dioxaborolan-2-yl)-1H-pyrazole). The reagents and catalysts are C=1C=CC(=CC1)/C=C/C(=O)/C=C/C2=CC=CC=C2.C=1C=CC(=CC1)/C=C/C(=O)/C=C/C2=CC=CC=C2.C=1C=CC(=CC1)/C=C/C(=O)/C=C/C2=CC=CC=C2.[Pd].[Pd] (Pd2(dba)3). Run in O (water), O1CCOCC1 (dioxane), O (water). Reaction conditions: temperature 130 celsius. Yields the product FC1=CC=C2C=CC(=NC2=C1C1=CC=2C(NCCC2N1)=O)C=1C=NN(C1)C (2-(7-fluoro-2-(1-methyl-1H-pyrazol-4-yl)quinolin-8-yl)-6,7-dihydro-1H-pyrrolo[3,2-c]pyridin-4(5H)-one). Yield: 1.8%. RXN SMILES: Cl[C:2]1[CH:11]=[CH:10][C:9]2[C:4](=[C:5]([C:13]3[NH:21][C:20]4[CH2:19][CH2:18][NH:17][C:16](=[O:22])[C:15]=4[CH:14]=3)[C:6]([F:12])=[CH:7][CH:8]=2)[N:3]=1.CC(C1C=C(C(C)C)C(C2C=CC=CC=2P(C2CCCCC2)C2CCCCC2)=C(C(C)C)C=1)C.[O-]P([O-])([O-])=O.[K+].[K+].[K+].[CH3:65][N:66]1[CH:70]=[C:69](B2OC(C)(C)C(C)(C)O2)[CH:68]=[N:67]1>C1C=CC(/C=C/C(/C=C/C2C=CC=CC=2)=O)=CC=1.C1C=CC(/C=C/C(/C=C/C2C=CC=CC=2)=O)=CC=1.C1C=CC(/C=C/C(/C=C/C2C=CC=CC=2)=O)=CC=1.[Pd].[Pd].O.O1CCOCC1>[F:12][C:6]1[C:5]([C:13]2[NH:21][C:20]3[CH2:19][CH2:18][NH:17][C:16](=[O:22])[C:15]=3[CH:14]=2)=[C:4]2[C:9]([CH:10]=[CH:11][C:2]([C:69]3[CH:68]=[N:67][N:66]([CH3:65])[CH:70]=3)=[N:3]2)=[CH:8][CH:7]=1 |f:2.3.4.5,7.8.9.10.11|. Reported procedure: In a 5-mL glass microwave tube 2-(2-chloro-7-fluoroquinolin-8-yl)-6,7-dihydro-1H-pyrrolo[3,2-c]pyridin-4(5H)-one (Example 230; 64 mg, 0.20 mmoles), XPhos (Strem, 5.80 mg, 0.012 mmol), Pd2(dba)3 (5.57 mg, 6.08 μmol), K3PO4 (129 mg, 0.608 mmol) and 1-methyl-4-(4,4,5,5-tetramethyl-1,3,2-dioxaborolan-2-yl)-1H-pyrazole (Boron Molecular, Research Triangle, N.C.; 50.6 mg, 0.24 mmol) were purged with argon, treated with dioxane (3 mL) and water (0.60 mL) and heated at 130° C. for 30 min. The mixture was... The reactants are CC1(CC2(C(NC(N2)=O)=O)CC(N1)(C)C)C (7,7,9,9-tetramethyl-1,3,8-triazaspiro[4.5]decane-2,4-dione), [OH-].[K+] (KOH), BrC(C)Cl (bromochloroethane). The solvent is CCO (EtOH). Reaction conditions: time 6 hour. Yields the product ClCCN1C(NC2(C1=O)CC(NC(C2)(C)C)(C)C)=O (3-(2-Chloroethyl)-7,7,9,9-tetramethyl-1,3,8-triazaspiro[4.5]decane-2,4-dione). RXN SMILES: [CH3:1][C:2]1([CH3:16])[NH:13][C:12]([CH3:15])([CH3:14])[CH2:11][C:4]2([NH:8][C:7](=[O:9])[NH:6][C:5]2=[O:10])[CH2:3]1.[OH-].[K+].Br[CH:20]([Cl:22])[CH3:21]>CCO>[Cl:22][CH2:20][CH2:21][N:6]1[C:5](=[O:10])[C:4]2([CH2:3][C:2]([CH3:16])([CH3:1])[NH:13][C:12]([CH3:15])([CH3:14])[CH2:11]2)[NH:8][C:7]1=[O:9] |f:1.2|. Reported procedure: A mixture of 7,7,9,9-tetramethyl-1,3,8-triazaspiro[4.5]decane-2,4-dione (5, 22.2 mmol) and KOH (1.24 g, 22.2 mmol) in EtOH was refluxed for 10 min and bromochloroethane (6.35 g, 44.4 mmol) was added and refluxing continued for additional 6 h. Filtered and concentrated to get the crude chloroethylated product which was used as such for the next step (5.5 g). LCMS—[M+H] m/z 228. Reactants: C1(=CC=CC=C1)S(=O)(=O)NC=1C=C(C=CC1)[C@H](CNC(CCN1C=CC2=CC(=CC=C12)C(=O)OC)(C)C)O (methyl 1-{3-[(R)-2-[3-(phenylsulphonylamino)-phenyl]-2-hydroxy-ethylamino]-3-methyl-butyl}-1H-indole-5-carboxylate), C[O-].[Na+] (sodium methoxide), C(CCC)O (n-butanol). Product: C1(=CC=CC=C1)S(=O)(=O)NC=1C=C(C=CC1)[C@H](CNC(CCN1C=CC2=CC(=CC=C12)C(=O)OCCCC)(C)C)O (Butyl 1-{3-[(R)-2-[3-(phenylsulphonylamino)-phenyl]-2-hydroxy-ethylamino]-3-methyl-butyl}-1H-indole-5-carboxylate). Reaction SMILES: [C:1]1([S:7]([NH:10][C:11]2[CH:12]=[C:13]([C@@H:17]([OH:38])[CH2:18][NH:19][C:20]([CH3:37])([CH3:36])[CH2:21][CH2:22][N:23]3[C:31]4[C:26](=[CH:27][C:28]([C:32]([O:34][CH3:35])=[O:33])=[CH:29][CH:30]=4)[CH:25]=[CH:24]3)[CH:14]=[CH:15][CH:16]=2)(=[O:9])=[O:8])[CH:6]=[CH:5][CH:4]=[CH:3][CH:2]=1.C[O-].[Na+].[CH2:42](O)[CH2:43][CH2:44]C>>[C:1]1([S:7]([NH:10][C:11]2[CH:12]=[C:13]([C@@H:17]([OH:38])[CH2:18][NH:19][C:20]([CH3:36])([CH3:37])[CH2:21][CH2:22][N:23]3[C:31]4[C:26](=[CH:27][C:28]([C:32]([O:34][CH2:35][CH2:42][CH2:43][CH3:44])=[O:33])=[CH:29][CH:30]=4)[CH:25]=[CH:24]3)[CH:14]=[CH:15][CH:16]=2)(=[O:9])=[O:8])[CH:6]=[CH:5][CH:4]=[CH:3][CH:2]=1 |f:1.2|. Procedure: Prepared analogously to Example 7 by reacting methyl 1-{3-[(R)-2-[3-(phenylsulphonylamino)-phenyl]-2-hydroxy-ethylamino]-3-methyl-butyl}-1H-indole-5-carboxylate with sodium methoxide in n-butanol. Reported procedure: The title compound was prepared using the method of Example 34(d) starting from (S)-4-(1-(2-aminopropyl)-1H-pyrazol-3-yl)-2-(trifluoromethyl)-benzonitrile (110 mg, 0.374 mmol) and 3-acetyl-1H-pyrazole-5-carboxylic acid (58 mg, 0.374 mmol). The product was purified twice with flash-chromatography. Yield 8 mg (4%). 1H-NMR (400 MHz; d6-DMSO): δ 1.17 (d, 3H), 2.48 (m, 3H), 4.29-4.38 (m, 2H), 4.41-4.50 (m, 1H), 7.01 (d, 1H), 7.29 (s, 1H), 7.84 (d, 1H), 8.15-7.19 (m, 1H), 8.24 (s, 1H), 8.44-8.50 (m, 2... Product: C(C)(=O)C1=NNC(=C1)C(=O)N[C@H](CN1N=C(C=C1)C1=CC(=C(C=C1)C#N)C(F)(F)F)C ((S)-3-acetyl-N-(1-(3-(4-cyano-3-(trifluoromethyl)phenyl)-1H-pyrazol-1-yl)propan-2-yl)-1H-pyrazole-5-carboxamide). The reactants are N[C@H](CN1N=C(C=C1)C1=CC(=C(C#N)C=C1)C(F)(F)F)C ((S)-4-(1-(2-aminopropyl)-1H-pyrazol-3-yl)-2-(trifluoromethyl)-benzonitrile), C(C)(=O)C1=NNC(=C1)C(=O)O (3-acetyl-1H-pyrazole-5-carboxylic acid). RXN SMILES: [NH2:1][C@@H:2]([CH3:21])[CH2:3][N:4]1[CH:8]=[CH:7][C:6]([C:9]2[CH:16]=[CH:15][C:12]([C:13]#[N:14])=[C:11]([C:17]([F:20])([F:19])[F:18])[CH:10]=2)=[N:5]1.[C:22]([C:25]1[CH:29]=[C:28]([C:30](O)=[O:31])[NH:27][N:26]=1)(=[O:24])[CH3:23]>>[C:22]([C:25]1[CH:29]=[C:28]([C:30]([NH:1][C@@H:2]([CH3:21])[CH2:3][N:4]2[CH:8]=[CH:7][C:6]([C:9]3[CH:16]=[CH:15][C:12]([C:13]#[N:14])=[C:11]([C:17]([F:20])([F:19])[F:18])[CH:10]=3)=[N:5]2)=[O:31])[NH:27][N:26]=1)(=[O:24])[CH3:23].